describe an organic reaction: reactants, conditions, products, and yield From a dataset of the Open Reaction Database (ORD), a public repository of structured organic reaction records. Run at temperature 50 celsius. Procedure details: To a solution of 4-chloro-3-(5-(trifluoromethyl)pyridin-2-yloxy)phenylboronic acid (2.8 g, 8.82 mmol) and tert-butyl 4-(bromomethylene)piperidine-1-carboxylate (2.02 g, 7.32 mmol) in THF (10 mL) was added K3PO4 (4.7 g, 26.63 mmol). The air inside the flask was removed under vacuum and flushed with N2 three times. Water (0.56 mL) was added and the system was flushed with N2 again. PdCl2(dppf) (720.3 mg, 0.882 mmol) was added and the system was flushed with N2 two to three times again. The reactio... Reagents/catalysts: C1=CC=C(C=C1)P([C-]2C=CC=C2)C3=CC=CC=C3.C1=CC=C(C=C1)P([C-]2C=CC=C2)C3=CC=CC=C3.Cl[Pd]Cl.[Fe+2] (PdCl2(dppf)). Isolated yield 8.2%. Solvent: C1CCOC1 (THF). Reaction SMILES: [Cl:1][C:2]1[CH:7]=[CH:6][C:5](B(O)O)=[CH:4][C:3]=1[O:11][C:12]1[CH:17]=[CH:16][C:15]([C:18]([F:21])([F:20])[F:19])=[CH:14][N:13]=1.Br[CH:23]=[C:24]1[CH2:29][CH2:28][N:27]([C:30]([O:32][C:33]([CH3:36])([CH3:35])[CH3:34])=[O:31])[CH2:26][CH2:25]1.[O-]P([O-])([O-])=O.[K+].[K+].[K+]>C1COCC1.C1C=CC(P(C2C=CC=CC=2)[C-]2C=CC=C2)=CC=1.C1C=CC(P(C2C=CC=CC=2)[C-]2C=CC=C2)=CC=1.Cl[Pd]Cl.[Fe+2]>[Cl:1][C:2]1[CH:7]=[CH:6][C:5]([CH:23]=[C:24]2[CH2:29][CH2:28][N:27]([C:30]([O:32][C:33]([CH3:36])([CH3:35])[CH3:34])=[O:31])[CH2:26][CH2:25]2)=[CH:4][C:3]=1[O:11][C:12]1[CH:17]=[CH:16][C:15]([C:18]([F:21])([F:20])[F:19])=[CH:14][N:13]=1 |f:2.3.4.5,7.8.9.10|. Yields the product ClC1=C(C=C(C=C2CCN(CC2)C(=O)OC(C)(C)C)C=C1)OC1=NC=C(C=C1)C(F)(F)F (tert-Butyl 4-(4-chloro-3-(5-(trifluoromethyl)pyridin-2-yloxy)benzylidene)piperidine-1-carboxylate). Starting materials: ClC1=C(C=C(C=C1)B(O)O)OC1=NC=C(C=C1)C(F)(F)F (4-chloro-3-(5-(trifluoromethyl)pyridin-2-yloxy)phenylboronic acid), BrC=C1CCN(CC1)C(=O)OC(C)(C)C (tert-butyl 4-(bromomethylene)piperidine-1-carboxylate), [O-]P(=O)([O-])[O-].[K+].[K+].[K+] (K3PO4). Reactants: CCCCCCCCCCCC(=O)[O-], CCCCCCCCCCCC(=O)[O-], CCCC[Sn+2]CCCC, ClCCCl, CN=C=O, CC(C)=O, CCO, OCCOCC#CI, O. The product is CNC(=O)OCCOCC#CI. As a reaction SMILES: [C:15]([O-:16])(=[O:17])[CH2:18][CH2:19][CH2:20][CH2:21][CH2:22][CH2:23][CH2:24][CH2:25][CH2:26][CH2:27][CH3:28].[C:1]([O-:2])(=[O:3])[CH2:4][CH2:5][CH2:6][CH2:7][CH2:8][CH2:9][CH2:10][CH2:11][CH2:12][CH2:13][CH3:14].[CH2:29]([Sn+2:30][CH2:31][CH2:32][CH2:33][CH3:34])[CH2:35][CH2:36][CH3:37].[CH2:54]([Cl:55])[CH2:56][Cl:57].[CH3:38][N:39]=[C:40]=[O:41].[CH3:50][C:51](=[O:52])[CH3:53].[CH3:58][CH2:59][OH:60].[I:42][C:43]#[C:44][CH2:45][O:46][CH2:47][CH2:48][OH:49].[OH2:61]>>[CH3:38][NH:39][C:40](=[O:41])[O:49][CH2:48][CH2:47][O:46][CH2:45][C:44]#[C:43][I:42]. Reactants: C(C)(C)(C)OC(=O)N1CCC(CC1)NC(C1=CC(=C(C=C1)NC=1N=CC2=C(N(CC(C(N2C)=O)(F)F)C2CCCC2)N1)C)=O (4-[4-(9-cyclopentyl-7,7-difluoro-5-methyl-6-oxo-6,7,8,9-tetrahydro-5H-pyrimido[4,5-b][1,4]diazepin-2-ylamino)-3-methyl-benzoylamino]-piperidine-1-carboxylic acid tert-butyl ester), FC(C(=O)O)(F)F (trifluoroacetic acid). Solvent: ClCCl (dichloromethane). Product: C1(CCCC1)N1C2=C(N(C(C(C1)(F)F)=O)C)C=NC(=N2)NC2=C(C=C(C(=O)NC1CCNCC1)C=C2)C (4-(9-cyclopentyl-7,7-difluoro-5-methyl-6-oxo-6,7,8,9-tetrahydro-5H-pyrimido[4,5-b][1,4]diazepin-2-ylamino)-3-methyl-N-piperidin-4-yl-benzamide). Isolated yield 93.0%. Reaction SMILES: C(OC([N:8]1[CH2:13][CH2:12][CH:11]([NH:14][C:15](=[O:44])[C:16]2[CH:21]=[CH:20][C:19]([NH:22][C:23]3[N:24]=[CH:25][C:26]4[N:32]([CH3:33])[C:31](=[O:34])[C:30]([F:36])([F:35])[CH2:29][N:28]([CH:37]5[CH2:41][CH2:40][CH2:39][CH2:38]5)[C:27]=4[N:42]=3)=[C:18]([CH3:43])[CH:17]=2)[CH2:10][CH2:9]1)=O)(C)(C)C.FC(F)(F)C(O)=O>ClCCl>[CH:37]1([N:28]2[CH2:29][C:30]([F:35])([F:36])[C:31](=[O:34])[N:32]([CH3:33])[C:26]3[CH:25]=[N:24][C:23]([NH:22][C:19]4[CH:20]=[CH:21][C:16]([C:15]([NH:14][CH:11]5[CH2:10][CH2:9][NH:8][CH2:13][CH2:12]5)=[O:44])=[CH:17][C:18]=4[CH3:43])=[N:42][C:27]2=3)[CH2:41][CH2:40][CH2:39][CH2:38]1. Procedure: A solution of 0.071 g (0.115 mmole) of 4-[4-(9-cyclopentyl-7,7-difluoro-5-methyl-6-oxo-6,7,8,9-tetrahydro-5H-pyrimido[4,5-b][1,4]diazepin-2-ylamino)-3-methyl-benzoylamino]-piperidine-1-carboxylic acid tert-butyl ester (I-191) in 4 mL of dichloromethane was stirred with 2 mL of trifluoroacetic acid for 2 hours and concentrated under reduced pressure. The residue was dissolved in 80 mL of dichloromethane, washed with 15 mL of sodium carbonate solution, twice with 15 mL of brine and concentrated un... Procedure details: A 250-mL three-neck round-bottomed flask equipped with a magnetic stirrer and reflux condenser was charged with 2-nitro-5-bromopyridine (5.00 g, 24.6 mmol), piperazine (5.66 g, 65.7 mmol) and acetonitrile (70 mL). The reaction mixture was heated at reflux for 20 h. After this time, the reaction mixture was cooled to room temperature and concentrated under reduced pressure. The residue was diluted with ethyl acetate (200 mL) and washed with saturated aqueous sodium bicarbonate (100 mL). The organ... The reactants are [N+](=O)([O-])C1=NC=C(C=C1)Br (2-nitro-5-bromopyridine), N1CCNCC1 (piperazine). Reaction SMILES: [N+:1]([C:4]1[CH:9]=[CH:8][C:7](Br)=[CH:6][N:5]=1)([O-:3])=[O:2].[NH:11]1[CH2:16][CH2:15][NH:14][CH2:13][CH2:12]1>C(#N)C>[N+:1]([C:4]1[N:5]=[CH:6][C:7]([N:11]2[CH2:16][CH2:15][NH:14][CH2:13][CH2:12]2)=[CH:8][CH:9]=1)([O-:3])=[O:2]. The solvent is C(C)#N (acetonitrile). Product: [N+](=O)([O-])C1=CC=C(C=N1)N1CCNCC1 (1-(6-Nitropyridin-3-yl)piperazine). Yield: 41.0%. Starting materials: COC(=O)C1=C(N(C2=CC=C(C=C12)O)C1=CC=C(C=C1)OC(C)C)C1=CC=C(C=C1)C(=O)OC (5-Hydroxy-1-(4-isopropoxyphenyl)-2-(4-methoxycarbonylphenyl)indole-3-carboxylic acid methyl ester), ClC=1C=C(C=CC1)B(O)O (3-chloro-phenylboronic acid). Yields the product C(=O)(O)C1=CC=C(C=C1)C=1N(C2=CC=C(C=C2C1C(=O)O)OC1=CC(=CC=C1)Cl)C1=CC=C(C=C1)OC(C)C (2-(4-Carboxyphenyl)-5-(3-chlorophenoxy)-1-(4-isopropoxyphenyl)indole-3-carboxylic acid). RXN SMILES: C[O:2][C:3]([C:5]1[C:13]2[C:8](=[CH:9][CH:10]=[C:11]([OH:14])[CH:12]=2)[N:7]([C:15]2[CH:20]=[CH:19][C:18]([O:21][CH:22]([CH3:24])[CH3:23])=[CH:17][CH:16]=2)[C:6]=1[C:25]1[CH:30]=[CH:29][C:28]([C:31]([O:33]C)=[O:32])=[CH:27][CH:26]=1)=[O:4].[Cl:35][C:36]1[CH:37]=[C:38](B(O)O)[CH:39]=[CH:40][CH:41]=1>>[C:31]([C:28]1[CH:27]=[CH:26][C:25]([C:6]2[N:7]([C:15]3[CH:20]=[CH:19][C:18]([O:21][CH:22]([CH3:23])[CH3:24])=[CH:17][CH:16]=3)[C:8]3[C:13]([C:5]=2[C:3]([OH:2])=[O:4])=[CH:12][C:11]([O:14][C:40]2[CH:39]=[CH:38][CH:37]=[C:36]([Cl:35])[CH:41]=2)=[CH:10][CH:9]=3)=[CH:30][CH:29]=1)([OH:33])=[O:32]. Procedure: The sub-title compound was prepared in accordance with step (c) Example 1 from 5-hydroxy-1-(4-isopropoxyphenyl)-2-(4-methoxycarbonylphenyl)indole-3-carboxylic acid methyl ester (150 mg, 0.32 mmol, see step (b) Example 43) and 3-chloro-phenylboronic acid (100 mg, 0.64 mmol. Yield 97 mg (54%). Reactants: COCCCc1cn(C)c2ccc(C(OC(=O)COC)C(CC3COC(C)(C)N3C(=O)OC(C)(C)C)C(C)C)cc12, CCO, NCCO. The product is COCCCc1cn(C)c2ccc(CC(CC3COC(C)(C)N3C(=O)OC(C)(C)C)C(C)C)cc12. RXN SMILES: [CH3:1][O:2][CH2:3][C:4]([O:5][CH:7]([CH:8]([CH2:9][CH:10]1[N:11]([C:17](=[O:18])[O:19][C:20]([CH3:21])([CH3:22])[CH3:23])[C:12]([CH3:15])([CH3:16])[O:13][CH2:14]1)[CH:24]([CH3:25])[CH3:26])[c:27]1[cH:28][c:29]2[c:30]([CH2:37][CH2:38][CH2:39][O:40][CH3:41])[cH:31][n:32]([CH3:36])[c:33]2[cH:34][cH:35]1)=[O:6].[CH3:46][CH2:47][OH:48].[NH2:42][CH2:43][CH2:44][OH:45]>>[CH2:7]([CH:8]([CH2:9][CH:10]1[N:11]([C:17](=[O:18])[O:19][C:20]([CH3:21])([CH3:22])[CH3:23])[C:12]([CH3:15])([CH3:16])[O:13][CH2:14]1)[CH:24]([CH3:25])[CH3:26])[c:27]1[cH:28][c:29]2[c:30]([CH2:37][CH2:38][CH2:39][O:40][CH3:41])[cH:31][n:32]([CH3:36])[c:33]2[cH:34][cH:35]1. The reactants are CC1=C(C=C(C=C1)C=1OC(=NN1)C)O (2-methyl-5-(5-methyl-[1,3,4]oxadiazol-2-yl)-phenol), COC1=CC=C(CN)C=C1 (4-methoxybenzylamine). Solvent: ClCCl (dichloromethane), hexanes. Reaction conditions: temperature 152.5 celsius. Product: COC1=CC=C(CN2C(=NN=C2C)C=2C=CC(=C(C2)O)C)C=C1 (5-[4-(4-methoxy-benzyl)-5-methyl-4H-[1,2,4]triazol-3-yl]-2-methyl-phenol). As a reaction SMILES: [CH3:1][C:2]1[CH:7]=[CH:6][C:5]([C:8]2O[C:10]([CH3:13])=[N:11][N:12]=2)=[CH:4][C:3]=1[OH:14].[CH3:15][O:16][C:17]1[CH:24]=[CH:23][C:20]([CH2:21][NH2:22])=[CH:19][CH:18]=1>ClCCl>[CH3:15][O:16][C:17]1[CH:24]=[CH:23][C:20]([CH2:21][N:22]2[C:10]([CH3:13])=[N:11][N:12]=[C:8]2[C:5]2[CH:6]=[CH:7][C:2]([CH3:1])=[C:3]([OH:14])[CH:4]=2)=[CH:19][CH:18]=1. Reported procedure: A mixture of 2-methyl-5-(5-methyl-[1,3,4]oxadiazol-2-yl)-phenol (0.65 g; 3.42 mmol) (from Example 11 supra) and 4-methoxybenzylamine (3.10 g; 22.6 mmol) (Aldrich) in a sealed reaction vessel was heated in an oil bath at 150-155° C. for 42 hours. The reaction mixture was cooled to room temperature and diluted with dichloromethane and hexanes, forcing the product to precipitate out of solution. The crude solid was collected by filtration and then precipitated again from a dichloromethane-methanol ... Reactants: CSc1nccc(C(C#N)C(=O)OC(C)(C)C)n1, Cc1ccccc1, Cc1ccc(S(=O)(=O)O)cc1. Yields the product CSc1nccc(CC#N)n1. Reaction SMILES: [C:1]([O:2][C:3](=[O:4])[CH:7]([c:8]1[n:9][c:10]([S:14][CH3:15])[n:11][cH:12][cH:13]1)[C:16]#[N:17])([CH3:5])([CH3:6])[CH3:18].[CH3:30][c:31]1[cH:32][cH:33][cH:34][cH:35][cH:36]1.[c:19]1([CH3:20])[cH:21][cH:22][c:23]([S:24]([OH:25])(=[O:26])=[O:27])[cH:28][cH:29]1>>[CH2:7]([c:8]1[n:9][c:10]([S:14][CH3:15])[n:11][cH:12][cH:13]1)[C:16]#[N:17].